From a dataset of the Open Reaction Database (ORD), a public repository of structured organic reaction records. describe an organic reaction: reactants, conditions, products, and yield Starting materials: CC(=O)Nc1ccc2c(c1)CC1NCCCC21, O=C(O)c1ccc2[nH]cnc2c1. Yields the product CC(=O)Nc1ccc2c(c1)CC1C2CCCN1C(=O)c1ccc2[nH]cnc2c1. Reaction SMILES: [NH:13]1[CH:14]2[CH:15]([CH2:16][CH2:17][CH2:18]1)[c:19]1[cH:20][cH:21][c:22]([NH:26][C:27]([CH3:28])=[O:29])[cH:23][c:24]1[CH2:25]2.[nH:1]1[cH:2][n:3][c:4]2[c:5]1[cH:6][cH:7][c:8]([C:10](=[O:11])[OH:12])[cH:9]2>>[nH:1]1[cH:2][n:3][c:4]2[c:5]1[cH:6][cH:7][c:8]([C:10](=[O:12])[N:13]1[CH:14]3[CH:15]([CH2:16][CH2:17][CH2:18]1)[c:19]1[cH:20][cH:21][c:22]([NH:26][C:27]([CH3:28])=[O:29])[cH:23][c:24]1[CH2:25]3)[cH:9]2. Starting materials: CC1(OC[C@H]2[C@@H](O1)C=CCO2)C (racemic cis-2,2-dimethyl-4,4a,6,8a-tetrahydro-pyrano[3,2-d][1,3]dioxine), K3Fe(CN)6, C(=O)([O-])[O-].[K+].[K+] (K2CO3), CS(=O)(=O)N (MeSO2NH2), CC[C@@H]1CN2CC[C@@H]1C[C@@H]2[C@@H](C3=C4C=C(C=CC4=NC=C3)OC)OC5=NN=C(C6=CC=CC=C65)O[C@@H]([C@H]7C[C@@H]8CCN7C[C@@H]8CC)C9=C1C=C(C=CC1=NC=C9)OC ((DHQ)2PHAL), O.C(C)(C)(C)O (H2O tert-BuOH), [O-]S(=O)[O-].[Na+].[Na+] (Na2SO3). The reagents and catalysts are O=[Os](=O)(=O)=O (OsO4). Conditions: time 5 minute. Product: CC1(OC[C@@H]2[C@H](O1)[C@H]([C@H](CO2)O)O)C ((−)-(4aR,7S,8S,8aR)-2,2-dimethyl-hexahydro-pyrano[3,2-d][1,3]dioxine-7,8-diol). Reaction SMILES: C[C:2]1([CH3:12])[O:7][C@H:6]2[CH:8]=CC[O:11][C@H:5]2CO1.[C:13]([O-:16])([O-])=O.[K+].[K+].CS(N)(=O)=O.CC[C@H]1[C@H]2C[C@H]([C@H](OC3C4C(=CC=CC=4)C(O[C@H](C4C=CN=C5C=4C=C(OC)C=C5)[C@@H]4N5C[C@H](CC)[C@@H](CC5)C4)=NN=3)C3C=CN=C4C=3C=C([O:45]C)C=C4)N(CC2)C1.[O-]S([O-])=O.[Na+].[Na+].O.[C:89]([OH:93])([CH3:92])([CH3:91])C>O=[Os](=O)(=O)=O>[CH3:92][C:89]1([CH3:91])[O:93][C@@H:8]2[C@@H:13]([OH:16])[C@@H:12]([OH:45])[CH2:2][O:7][C@@H:6]2[CH2:5][O:11]1 |f:1.2.3,6.7.8,9.10|. Procedure: To a solution of racemic cis-2,2-dimethyl-4,4a,6,8a-tetrahydro-pyrano[3,2-d][1,3]dioxine (52 mg. 0.30 mmol) in 4 mL of H2O-tert-BuOH (1:1), were added sequentially K3Fe(CN)6 (312 mg, 0.90 mmol), K2CO3 (131 mg, 0.90 mmol), MeSO2NH2 (55 mg, 0.60 mmol) and (DHQ)2PHAL (23 mg, 0.03 mmol) at 0° C. The mixture was stirred for 5 min., OsO4 (10 μL, 25 wt % in tert-BuOH) was added and the mixture was stirred for 64 H at ambient temperature. Na2SO3 (100 mg) was added and the mixture was stirred for 30 min,... Reactants: ClC(Cl)(OC(OC(Cl)(Cl)Cl)=O)Cl (triphosgene), COC=1C=C2C(=CC=NC2=CC1OC)OC1=C(C(=C(N)C=C1)C)C (4-[(6,7-Dimethoxy-4-quinolyl)oxy]-2,3-dimethylaniline), C(C)(C)N(CC)C(C)C (diisopropylethylamine), NC=1SC(=NN1)C (2-amino-5-methyl-1,3,4-thiadiazole). The solvent is C(Cl)(Cl)Cl (chloroform), O (water), C(Cl)(Cl)Cl (chloroform). Reported procedure: 4-[(6,7-Dimethoxy-4-quinolyl)oxy]-2,3-dimethylaniline (100 mg) was dissolved in chloroform (5 ml) and diisopropylethylamine (0.5 ml) to prepare a solution. A solution of triphosgene (100 mg) in chloroform was then added to the solution, and the mixture was stirred at room temperature for 15 min. Next, 2-amino-5-methyl-1,3,4-thiadiazole (43 mg) was added thereto, and the mixture was further stirred at room temperature overnight. Distilled water was added to the reaction solution, and the mixture ... Run at time 15 minute. RXN SMILES: [CH3:1][O:2][C:3]1[CH:4]=[C:5]2[C:10](=[CH:11][C:12]=1[O:13][CH3:14])[N:9]=[CH:8][CH:7]=[C:6]2[O:15][C:16]1[CH:22]=[CH:21][C:19]([NH2:20])=[C:18]([CH3:23])[C:17]=1[CH3:24].C(N(C(C)C)CC)(C)C.ClC(Cl)(O[C:38](=[O:44])OC(Cl)(Cl)Cl)Cl.[NH2:46][C:47]1[S:48][C:49]([CH3:52])=[N:50][N:51]=1>C(Cl)(Cl)Cl.O>[CH3:1][O:2][C:3]1[CH:4]=[C:5]2[C:10](=[CH:11][C:12]=1[O:13][CH3:14])[N:9]=[CH:8][CH:7]=[C:6]2[O:15][C:16]1[CH:22]=[CH:21][C:19]([NH:20][C:38]([NH:46][C:47]2[S:48][C:49]([CH3:52])=[N:50][N:51]=2)=[O:44])=[C:18]([CH3:23])[C:17]=1[CH3:24]. The product is COC=1C=C2C(=CC=NC2=CC1OC)OC1=C(C(=C(C=C1)NC(=O)NC=1SC(=NN1)C)C)C (N-{4-[(6,7-Dimethoxy-4-quinolyl)oxy]-2,3-dimethylphenyl}-N′-(5-methyl-1,3,4-thiadiazol-2-yl)urea). Starting materials: IC=1C=C(C=CC1)O (3-iodophenol), C1(CCCCC1)P(C1=C(C=CC=C1)C1=C(C=C(C=C1C(C)C)C(C)C)C(C)C)C1CCCCC1 (2-dicyclohexylphosphino-2′,4′,6′-triisopropylbiphenyl), NC1=C(C(=O)OC(C)(C)C)C=CC(=C1)C1=CC(=CC=C1)Cl (tert-butyl 2-amino-4-(3-chlorophenyl)benzoate), C([O-])([O-])=O.[Cs+].[Cs+] (cesium carbonate), C1(CCCCC1)P(C1=C(C=CC=C1)C1=C(C=C(C=C1C(C)C)C(C)C)C(C)C)C1CCCCC1 (2-Dicyclohexylphosphino-2′,4′,6′-triisopropylbiphenyl), C([O-])([O-])=O.[Cs+].[Cs+] (Cesium carbonate), IC=1C=C(C=CC1)O (3-iodophenol), C1(CCCCC1)P(C1=C(C=CC=C1)C1=C(C=C(C=C1C(C)C)C(C)C)C(C)C)C1CCCCC1 (2-dicyclohexylphosphino-2′,4′,6′-triisopropylbiphenyl), C(CC(O)(C(=O)O)CC(=O)O)(=O)O (citric acid). Reagents/catalysts: C=1C=CC(=CC1)/C=C/C(=O)/C=C/C2=CC=CC=C2.C=1C=CC(=CC1)/C=C/C(=O)/C=C/C2=CC=CC=C2.C=1C=CC(=CC1)/C=C/C(=O)/C=C/C2=CC=CC=C2.[Pd].[Pd] (tris(dibenzylideneacetone)dipalladium(0)), C(C)(=O)[O-].[Pd+2].C(C)(=O)[O-] (palladium acetate), C=1C=CC(=CC1)/C=C/C(=O)/C=C/C2=CC=CC=C2.C=1C=CC(=CC1)/C=C/C(=O)/C=C/C2=CC=CC=C2.C=1C=CC(=CC1)/C=C/C(=O)/C=C/C2=CC=CC=C2.[Pd].[Pd] (tris(dibenzylideneacetone)dipalladium(0)), C(C)(=O)[O-].[Pd+2].C(C)(=O)[O-] (palladium acetate), C=1C=CC(=CC1)/C=C/C(=O)/C=C/C2=CC=CC=C2.C=1C=CC(=CC1)/C=C/C(=O)/C=C/C2=CC=CC=C2.C=1C=CC(=CC1)/C=C/C(=O)/C=C/C2=CC=CC=C2.[Pd].[Pd] (tris(dibenzylideneacetone)dipalladium(0)), C(C)(=O)[O-].[Pd+2].C(C)(=O)[O-] (palladium acetate). Run in C1(=CC=CC=C1)C (toluene), C(C)(=O)OCC (ethyl acetate). Conditions: temperature 110 celsius, time 24 hour. Yields the product ClC=1C=C(C=CC1)C1=CC(=C(C(=O)OC(C)(C)C)C=C1)NC1=CC(=CC=C1)O (tert-butyl 4-(3-chlorophenyl)-2-((3-hydroxyphenyl)amino)benzoate). Reaction SMILES: [NH2:1][C:2]1[CH:14]=[C:13]([C:15]2[CH:20]=[CH:19][CH:18]=[C:17]([Cl:21])[CH:16]=2)[CH:12]=[CH:11][C:3]=1[C:4]([O:6][C:7]([CH3:10])([CH3:9])[CH3:8])=[O:5].C(=O)([O-])[O-].[Cs+].[Cs+].I[C:29]1[CH:30]=[C:31]([OH:35])[CH:32]=[CH:33][CH:34]=1.C1(P(C2CCCCC2)C2C=CC=CC=2C2C(C(C)C)=CC(C(C)C)=CC=2C(C)C)CCCCC1.C(O)(=O)CC(CC(O)=O)(C(O)=O)O>C1C=CC(/C=C/C(/C=C/C2C=CC=CC=2)=O)=CC=1.C1C=CC(/C=C/C(/C=C/C2C=CC=CC=2)=O)=CC=1.C1C=CC(/C=C/C(/C=C/C2C=CC=CC=2)=O)=CC=1.[Pd].[Pd].C([O-])(=O)C.[Pd+2].C([O-])(=O)C.C(OCC)(=O)C.C1(C)C=CC=CC=1>[Cl:21][C:17]1[CH:16]=[C:15]([C:13]2[CH:12]=[CH:11][C:3]([C:4]([O:6][C:7]([CH3:9])([CH3:10])[CH3:8])=[O:5])=[C:2]([NH:1][C:29]3[CH:34]=[CH:33][CH:32]=[C:31]([OH:35])[CH:30]=3)[CH:14]=2)[CH:20]=[CH:19][CH:18]=1 |f:1.2.3,7.8.9.10.11,12.13.14|. Procedure: To toluene 3.0 mL suspension of tert-butyl 2-amino-4-(3-chlorophenyl)benzoate 0.12 g and cesium carbonate 0.32 g were added 3-iodophenol 0.17 g, 2-dicyclohexylphosphino-2′,4′,6′-triisopropylbiphenyl 9.4 mg, tris(dibenzylideneacetone)dipalladium(0) 3.6 mg and palladium acetate 1.8 mg at room temperature, and it was stirred at 110° C. for 24 hours. 2-Dicyclohexylphosphino-2′,4′,6′-triisopropylbiphenyl 9.4 mg, tris(dibenzylideneacetone)dipalladium(0) 3.6 mg and palladium acetate 1.8 mg were added t...